The task is: describe an organic reaction: reactants, conditions, products, and yield. This data is from the Open Reaction Database (ORD), a public repository of structured organic reaction records. Reactants: C(Br)(Br)(Br)Br (CBr4), COC=1C=C(C=O)C=C(C1OC)OC (3,4,5-Trimethoxybenzaldehyde), C1=CC=C(C=C1)P(C2=CC=CC=C2)C3=CC=CC=C3 (Ph3P), [NH4+].[Cl-] (NH4Cl), [Li]CCCC (n-BuLi). Run in C(Cl)Cl (DCM), C(Cl)Cl (DCM), C1CCOC1 (THF). Reaction conditions: temperature 0 celsius, time 15 minute. Product: C(#C)C=1C=C(C(=C(C1)OC)OC)OC (5-Ethynyl-1,2,3-trimethoxybenzene). The yield is 78.5%. As a reaction SMILES: C(Br)(Br)(Br)Br.[CH:6]1C=CC(P(C2C=CC=CC=2)C2C=CC=CC=2)=CC=1.[CH3:25][O:26][C:27]1[CH:28]=[C:29]([CH:32]=[C:33]([O:37][CH3:38])[C:34]=1[O:35][CH3:36])[CH:30]=O.[Li]CCCC.[NH4+].[Cl-]>C(Cl)Cl.C1COCC1>[C:30]([C:29]1[CH:32]=[C:33]([O:37][CH3:38])[C:34]([O:35][CH3:36])=[C:27]([O:26][CH3:25])[CH:28]=1)#[CH:6] |f:4.5|. Procedure details: To a flame-dried 50 mL round-bottom flask was added CBr4 (2.54 g, 7.65 mmol). DCM (20 mL) was added and the solution cooled to 0° C. Ph3P (4.01 g, 15.30 mmol) was added and the solution stirred at 0° C. for 15 min. 3,4,5-Trimethoxybenzaldehyde (1.0 g, 5.10 mmol) in DCM (6.0 mL) was added dropwise. The solution was stirred at 0° C. for 5 min. The solvent was removed under reduced pressure, and the resulting oil was filtered through a plug of silica and washed with Hex:EtOAc (9:1, 500 mL; 4:1, 500...